Dataset: the Open Reaction Database (ORD), a public repository of structured organic reaction records. Task: describe an organic reaction: reactants, conditions, products, and yield The reactants are C1(=CC=CC=C1)O (phenol), C(CCC)O (1-butanol). Product: C1(=CC=CC=C1)CCC(=O)OC1=CC=CC=C1 (phenyl 3-phenylpropionate). Isolated yield 93.0%. As a reaction SMILES: [C:1]1([OH:7])[CH:6]=[CH:5][CH:4]=[CH:3][CH:2]=1.[CH2:8]([OH:12])[CH2:9][CH2:10][CH3:11]>>[C:11]1([CH2:10][CH2:9][C:8]([O:7][C:1]2[CH:6]=[CH:5][CH:4]=[CH:3][CH:2]=2)=[O:12])[CH:5]=[CH:6][CH:1]=[CH:2][CH:3]=1. Procedure details: When 1-butanol is replaced by equimolar amounts of phenol in the first reaction in this example, phenyl 3-phenylpropionate is obtained in a 93% yield if the reaction is performed in the presence of pTSA and in a 39% yield if the reaction is carried out in the absence of pTSA. M. p. of phenyl 3-phenylpropionate after distillation at reduced pressure and recrystallization from light petroleum: 15°-16° C. (lit. (13), 16°-17° C.).